This data is from the Open Reaction Database (ORD), a public repository of structured organic reaction records. The task is: describe an organic reaction: reactants, conditions, products, and yield RXN SMILES: [C:16].[CH3:14][OH:15].[ClH:1].[Pd:17].[c:2]1([C:8]2=[CH:13][CH2:12][NH:11][CH2:10][CH2:9]2)[cH:3][cH:4][cH:5][cH:6][cH:7]1>>[ClH:1].[c:2]1([CH:8]2[CH2:9][CH2:10][NH:11][CH2:12][CH2:13]2)[cH:3][cH:4][cH:5][cH:6][cH:7]1. Reactants: C, CO, Cl, [Pd], C1=C(c2ccccc2)CCNC1. Yields the product Cl, c1ccc(C2CCNCC2)cc1.